This data is from the Open Reaction Database (ORD), a public repository of structured organic reaction records. The task is: describe an organic reaction: reactants, conditions, products, and yield Reactants: CC(=O)O, CC1(c2cc(N)ccc2F)N=C(N)OCC1(F)F. Product: CC(=O)Nc1ccc(F)c(C2(C)N=C(N)OCC2(F)F)c1. As a reaction SMILES: [CH3:19][C:20]([OH:21])=[O:22].[NH2:1][c:2]1[cH:3][cH:4][c:5]([F:18])[c:6]([C:8]2([CH3:17])[N:9]=[C:10]([NH2:16])[O:11][CH2:12][C:13]2([F:14])[F:15])[cH:7]1>>[NH:1]([c:2]1[cH:3][cH:4][c:5]([F:18])[c:6]([C:8]2([CH3:17])[N:9]=[C:10]([NH2:16])[O:11][CH2:12][C:13]2([F:14])[F:15])[cH:7]1)[C:20]([CH3:19])=[O:21]. Reactants: Cc1ccc(S(=O)(=O)C2CCNC2)cc1, O=C(O)c1cnoc1-c1ccccc1Cl, Cl. Yields the product Cc1ccc(S(=O)(=O)C2CCN(C(=O)c3cnoc3-c3ccccc3Cl)C2)cc1. As a reaction SMILES: [CH3:17][c:18]1[cH:19][cH:20][c:21]([S:24](=[O:25])(=[O:26])[CH:27]2[CH2:28][NH:29][CH2:30][CH2:31]2)[cH:22][cH:23]1.[Cl:1][c:2]1[c:3](-[c:8]2[c:9]([C:13](=[O:14])[OH:15])[cH:10][n:11][o:12]2)[cH:4][cH:5][cH:6][cH:7]1.[ClH:16]>>[Cl:1][c:2]1[c:3](-[c:8]2[c:9]([C:13](=[O:15])[N:29]3[CH2:28][CH:27]([S:24]([c:21]4[cH:20][cH:19][c:18]([CH3:17])[cH:23][cH:22]4)(=[O:25])=[O:26])[CH2:31][CH2:30]3)[cH:10][n:11][o:12]2)[cH:4][cH:5][cH:6][cH:7]1. RXN SMILES: [CH3:51][C:52]#[N:53].[Cl:12][C:13]([C:14]([Cl:15])=[O:16])=[O:17].[Cl:48][CH2:49][Cl:50].[N:1]1([CH2:7][CH2:8][C:9](=[O:10])[OH:11])[CH2:2][CH2:3][CH2:4][CH2:5][CH2:6]1.[NH2:18][c:19]1[c:20]([C:21]#[N:22])[c:23](-[c:41]2[cH:42][c:43]([NH2:47])[cH:44][cH:45][cH:46]2)[cH:24][c:25](-[c:27]2[c:28]([O:33][Si:34]([CH3:35])([CH3:36])[C:37]([CH3:38])([CH3:39])[CH3:40])[cH:29][cH:30][cH:31][cH:32]2)[n:26]1>>[N:1]1([CH2:7][CH2:8][C:9](=[O:11])[NH:47][c:43]2[cH:42][c:41](-[c:23]3[c:20]([C:21]#[N:22])[c:19]([NH2:18])[n:26][c:25](-[c:27]4[c:28]([O:33][Si:34]([CH3:35])([CH3:36])[C:37]([CH3:38])([CH3:39])[CH3:40])[cH:29][cH:30][cH:31][cH:32]4)[cH:24]3)[cH:46][cH:45][cH:44]2)[CH2:2][CH2:3][CH2:4][CH2:5][CH2:6]1. Yields the product CC(C)(C)[Si](C)(C)Oc1ccccc1-c1cc(-c2cccc(NC(=O)CCN3CCCCC3)c2)c(C#N)c(N)n1. Starting materials: CC#N, O=C(Cl)C(=O)Cl, ClCCl, O=C(O)CCN1CCCCC1, CC(C)(C)[Si](C)(C)Oc1ccccc1-c1cc(-c2cccc(N)c2)c(C#N)c(N)n1.